Dataset: the Open Reaction Database (ORD), a public repository of structured organic reaction records. Task: describe an organic reaction: reactants, conditions, products, and yield The product is C(C)OC1=C(N=NC(=C1)OCC)CN1C(=NC=C1)C1=NC(=CC=C1)F (4,6-diethoxy-3-[2-(6-fluoro-pyridin-2-yl)-imidazol-1-ylmethyl]-pyridazine). Reaction SMILES: C([O-])([O-])=O.[K+].[K+].Cl[CH2:8][C:9]1[N:10]=[N:11][C:12]([O:18][CH2:19][CH3:20])=[CH:13][C:14]=1[O:15][CH2:16][CH3:17].[F:21][C:22]1[CH:27]=[CH:26][CH:25]=[C:24]([C:28]2[NH:29][CH:30]=[CH:31][N:32]=2)[N:23]=1>CN(C=O)C>[CH2:16]([O:15][C:14]1[CH:13]=[C:12]([O:18][CH2:19][CH3:20])[N:11]=[N:10][C:9]=1[CH2:8][N:32]1[CH:31]=[CH:30][N:29]=[C:28]1[C:24]1[CH:25]=[CH:26][CH:27]=[C:22]([F:21])[N:23]=1)[CH3:17] |f:0.1.2|. The solvent is CN(C)C=O (DMF). Reported procedure: Excess K2CO3 is added to a stirred solution of 3-chloromethyl-4,6-diethoxy-pyridazine (70 mg, 0.32 mmol) and 2-fluoro-6-(1H-imidazol-2-yl)-pyridine (52 mg, 0.32 mmol) in DMF (6 mL). The mixture is stirred at room temperature overnight. The solvent is removed in vacuo and water (5 mL) and EtOAc (8 mL) are added. The layers are separated and the aqueous layer is extracted with EtOAc (8 mL). The combined extracts is washed with brine (10 mL) and dried (Na2SO4) and evaporated. Preparative TLC purifi... Reaction conditions: time 8 hour. Starting materials: C(=O)([O-])[O-].[K+].[K+] (K2CO3), ClCC=1N=NC(=CC1OCC)OCC (3-chloromethyl-4,6-diethoxy-pyridazine), FC1=NC(=CC=C1)C=1NC=CN1 (2-fluoro-6-(1H-imidazol-2-yl)-pyridine). The reactants are CC(C)(C)N, C1CCOC1, Cn1nc(S(=O)(=O)Cl)c2c(F)cccc21, O. The product is Cn1nc(S(=O)(=O)NC(C)(C)C)c2c(F)cccc21. RXN SMILES: [C:16]([CH3:17])([CH3:18])([CH3:19])[NH2:20].[CH2:22]1[O:23][CH2:24][CH2:25][CH2:26]1.[CH3:1][n:2]1[n:3][c:4]([S:12](=[O:13])(=[O:14])[Cl:15])[c:5]2[c:6]([F:11])[cH:7][cH:8][cH:9][c:10]12.[OH2:21]>>[CH3:1][n:2]1[n:3][c:4]([S:12](=[O:13])(=[O:14])[NH:20][C:16]([CH3:17])([CH3:18])[CH3:19])[c:5]2[c:6]([F:11])[cH:7][cH:8][cH:9][c:10]12.